From a dataset of the Open Reaction Database (ORD), a public repository of structured organic reaction records. describe an organic reaction: reactants, conditions, products, and yield Reactants: C(C#C)[C@]12CCC(C=C1CC[C@H]1[C@@H]3CCC([C@@]3(C)CC[C@H]21)=O)=O (10-(2-propynyl)estr-4-ene-3,17-dione), OO (hydrogen peroxide), [OH-].[Na+] (sodium hydroxide). Run in CO (methanol), O (water), [Cl-].[Na+].O (brine). Reaction conditions: temperature 25 celsius, time 1 hour. Yields the product O1C2[C@]13CC[C@H]1[C@@H]4CCC([C@@]4(C)CC[C@@H]1[C@]3(CCC2=O)CC#C)=O (4,5β-epoxy-10-(2-propynyl)estrane-3,17-dione). RXN SMILES: [CH2:1]([C@@:4]12[C@@H:21]3[C@H:12]([C@H:13]4[C@@:17]([CH2:19][CH2:20]3)([CH3:18])[C:16](=[O:22])[CH2:15][CH2:14]4)[CH2:11][CH2:10][C:9]1=[CH:8][C:7](=[O:23])[CH2:6][CH2:5]2)[C:2]#[CH:3].[OH:24]O.[OH-].[Na+]>CO.O.[Cl-].[Na+].O>[O:24]1[C@:9]23[C@:4]([CH2:1][C:2]#[CH:3])([CH2:5][CH2:6][C:7](=[O:23])[CH:8]12)[C@@H:21]1[C@H:12]([C@H:13]2[C@@:17]([CH2:19][CH2:20]1)([CH3:18])[C:16](=[O:22])[CH2:15][CH2:14]2)[CH2:11][CH2:10]3 |f:2.3,6.7.8|. Procedure: To a solution of 650 mg of 10-(2-propynyl)estr-4-ene-3,17-dione in 5 ml of methanol at 15° C. is added 0.6 ml of 30% hydrogen peroxide. A solution of 46 mg of sodium hydroxide in 0.4 ml of water is then added dropwise. After 1 hour at 15° C., the solution is stirred for 2 hours at 25° C. before it is poured into brine. The aqueous mixture is then extracted with ether and the ether solution is dried and concentrated. The residual material obtained is recrystallized from methanol to give 4,5β-epox...